This data is from the Open Reaction Database (ORD), a public repository of structured organic reaction records. The task is: describe an organic reaction: reactants, conditions, products, and yield The reactants are C1(=CC=CC=C1)CCCC(C1=CC=C(C=C1)OCC1=NC2=CC=CC=C2C=C1)SCC(=O)OC ({[4-phenyl-1-(4-(2-quinolinylmethoxy)phenyl)butyl]thio}acetic acid, methyl ester), [OH-].[Na+] (NaOH), C(CC(O)(C(=O)O)CC(=O)O)(=O)O (citric acid). Run in C1CCOC1.CO (THF MeOH). Reaction conditions: time 1 hour. Yields the product C1(=CC=CC=C1)CCCC(C1=CC=C(C=C1)OCC1=NC2=CC=CC=C2C=C1)SCC(=O)O ({[4-phenyl-1-(4-(2-quinolinylmethoxy)phenyl)butyl]thio}acetic acid). As a reaction SMILES: [C:1]1([CH2:7][CH2:8][CH2:9][CH:10]([S:29][CH2:30][C:31]([O:33]C)=[O:32])[C:11]2[CH:16]=[CH:15][C:14]([O:17][CH2:18][C:19]3[CH:28]=[CH:27][C:26]4[C:21](=[CH:22][CH:23]=[CH:24][CH:25]=4)[N:20]=3)=[CH:13][CH:12]=2)[CH:6]=[CH:5][CH:4]=[CH:3][CH:2]=1.[OH-].[Na+].C(O)(=O)CC(CC(O)=O)(C(O)=O)O>C1COCC1.CO>[C:1]1([CH2:7][CH2:8][CH2:9][CH:10]([S:29][CH2:30][C:31]([OH:33])=[O:32])[C:11]2[CH:12]=[CH:13][C:14]([O:17][CH2:18][C:19]3[CH:28]=[CH:27][C:26]4[C:21](=[CH:22][CH:23]=[CH:24][CH:25]=4)[N:20]=3)=[CH:15][CH:16]=2)[CH:2]=[CH:3][CH:4]=[CH:5][CH:6]=1 |f:1.2,4.5|. Procedure: To a solution of the ester (Step III) in 20 mL of THF/MeOH (1:1) was added NaOH (6 mL, 1M). After 1 h at RT, the reaction was acidified with aqueous citric acid and the organic phase was partially evaporated. The solid was filtered off, washed with water and recrystallized from ethyl acetate/hexane to afford the title compound. m.p. 141°-143°. Starting materials: CC(=O)OC(C)=O, CCCCCC(O)C=CC1C(CC=CCCCC(=O)O)C(=O)C2OC21, O, c1ccncc1. Product: CCCCCC(C=CC1C(CC=CCCCC(=O)O)C(=O)C2OC21)OC(C)=O. RXN SMILES: [CH3:32][C:33](=[O:34])[O:35][C:36](=[O:37])[CH3:38].[O:1]1[CH:2]2[C:3](=[O:25])[CH:4]([CH2:5][CH:6]=[CH:7][CH2:8][CH2:9][CH2:10][C:11](=[O:12])[OH:13])[CH:14]([CH:16]=[CH:17][CH:18]([CH2:19][CH2:20][CH2:21][CH2:22][CH3:23])[OH:24])[CH:15]12.[OH2:39].[cH:26]1[cH:27][cH:28][n:29][cH:30][cH:31]1>>[O:1]1[CH:2]2[C:3](=[O:25])[CH:4]([CH2:5][CH:6]=[CH:7][CH2:8][CH2:9][CH2:10][C:11](=[O:12])[OH:13])[CH:14]([CH:16]=[CH:17][CH:18]([CH2:19][CH2:20][CH2:21][CH2:22][CH3:23])[O:24][C:33]([CH3:32])=[O:34])[CH:15]12. Run at time 2 hour. RXN SMILES: P(Cl)(Cl)([Cl:3])=O.C(OC(=O)[N:12]([C@H:14]([C:16](=[O:42])[NH:17][C@H:18]1[CH2:24][S:23][C:22]2[C:25]([NH2:29])=[CH:26][CH:27]=[CH:28][C:21]=2[N:20]([CH2:30][C:31]2[C:40]3[C:35](=[CH:36][CH:37]=[CH:38][CH:39]=3)[CH:34]=[CH:33][CH:32]=2)[C:19]1=[O:41])[CH3:15])[CH3:13])(C)(C)C.[O:44]=[C:45]([CH3:52])[CH2:46][CH2:47][CH2:48][C:49](O)=[O:50].Cl>N1C=CC=CC=1>[ClH:3].[CH3:13][NH:12][C@@H:14]([CH3:15])[C:16]([NH:17][C@H:18]1[CH2:24][S:23][C:22]2[C:25]([NH:29][C:49](=[O:50])[CH2:48][CH2:47][CH2:46][C:45](=[O:44])[CH3:52])=[CH:26][CH:27]=[CH:28][C:21]=2[N:20]([CH2:30][C:31]2[C:40]3[C:35](=[CH:36][CH:37]=[CH:38][CH:39]=3)[CH:34]=[CH:33][CH:32]=2)[C:19]1=[O:41])=[O:42] |f:5.6|. Yields the product Cl.CN[C@H](C(=O)N[C@@H]1C(N(C2=C(SC1)C(=CC=C2)NC(CCCC(C)=O)=O)CC2=CC=CC1=CC=CC=C21)=O)C (5-Oxo-hexanoic acid [(R)-3-((S)-2-methylamino-propionylamino)-5-naphthalen-1-ylmethyl-4-oxo-2,3,4,5-tetrahydro-benzo[b][1,4]thiazepin-9-yl]-amide hydrochloride). Reactants: Cl (HCl), P(=O)(Cl)(Cl)Cl (Phosphorus oxychloride), C(C)(C)(C)OC(N(C)[C@@H](C)C(N[C@@H]1C(N(C2=C(SC1)C(=CC=C2)N)CC2=CC=CC1=CC=CC=C21)=O)=O)=O ([(S)-1-((R)-9-amino-5-naphthalen-1-ylmethyl-4-oxo-2,3,4,5-tetrahydro-benzo[b][1,4]thiazepin-3-ylcarbamoyl)-ethyl]-methyl-carbamic acid tert-butyl ester), O=C(CCCC(=O)O)C (5-oxo-hexanoic acid). The solvent is N1=CC=CC=C1 (pyridine). Reported procedure: Phosphorus oxychloride (34.4 mg, 0.22 mmol) was added to a solution of [(S)-1-((R)-9-amino-5-naphthalen-1-ylmethyl-4-oxo-2,3,4,5-tetrahydro-benzo[b][1,4]thiazepin-3-ylcarbamoyl)-ethyl]-methyl-carbamic acid tert-butyl ester (80 mg, 0.15 mmol) and 5-oxo-hexanoic acid (29.2 mg, 0.22 mmol) in pyridine (1.0 mL). After 2 h, the mixture was poured into 0.5 M HCl (5 mL) and extracted with EtOAc, the combined extracts were washed with water, brine, dried over Na2SO4, filtered and concentrated. The residu... The reactants are O=[N+]([O-])c1cc(C(F)(F)F)c(Br)cc1F, CN(C)C=O, CCN(C(C)C)C(C)C, Cl, Cl, NC1CCN(C2CCOCC2)CC1. Yields the product O=[N+]([O-])c1cc(C(F)(F)F)c(Br)cc1NC1CCN(C2CCOCC2)CC1. Reaction SMILES: [Br:1][c:2]1[c:3]([C:12]([F:13])([F:14])[F:15])[cH:4][c:5]([N+:9](=[O:10])[O-:11])[c:6]([F:8])[cH:7]1.[CH3:40][N:41]([CH3:42])[CH:43]=[O:44].[CH:16]([N:17]([CH:18]([CH3:19])[CH3:20])[CH2:21][CH3:22])([CH3:23])[CH3:24].[ClH:25].[ClH:26].[O:27]1[CH2:28][CH2:29][CH:30]([N:33]2[CH2:34][CH2:35][CH:36]([NH2:39])[CH2:37][CH2:38]2)[CH2:31][CH2:32]1>>[Br:1][c:2]1[c:3]([C:12]([F:13])([F:14])[F:15])[cH:4][c:5]([N+:9](=[O:10])[O-:11])[c:6]([NH:39][CH:36]2[CH2:35][CH2:34][N:33]([CH:30]3[CH2:29][CH2:28][O:27][CH2:32][CH2:31]3)[CH2:38][CH2:37]2)[cH:7]1. Starting materials: CC([O-])=S, C=CCOC(=O)N1CC(OS(C)(=O)=O)CC1C(O)c1cn2cncc2s1, [K+], CN(C)C=O, O. Yields the product C=CCOC(=O)N1CC(SC(C)=O)CC1C(O)c1cn2cncc2s1. Reaction SMILES: [C:1]([CH3:2])(=[S:3])[O-:4].[CH2:6]([CH:7]=[CH2:8])[O:9][C:10](=[O:11])[N:12]1[CH2:13][CH:14]([O:27][S:28]([CH3:29])(=[O:30])=[O:31])[CH2:15][CH:16]1[CH:17]([c:18]1[cH:19][n:20]2[c:21]([s:22]1)[cH:23][n:24][cH:25]2)[OH:26].[K+:5].[O:33]=[CH:34][N:35]([CH3:36])[CH3:37].[OH2:32]>>[C:1]([CH3:2])([S:3][CH:14]1[CH2:13][N:12]([C:10]([O:9][CH2:6][CH:7]=[CH2:8])=[O:11])[CH:16]([CH:17]([c:18]2[cH:19][n:20]3[c:21]([s:22]2)[cH:23][n:24][cH:25]3)[OH:26])[CH2:15]1)=[O:4].